Dataset: the Open Reaction Database (ORD), a public repository of structured organic reaction records. Task: describe an organic reaction: reactants, conditions, products, and yield Starting materials: C([O-])(O)=O.[Na+] (sodium bicarbonate). Run in [Cl-].[Na+].O (brine). Product: C([O-])(O)=O.[Na+] (sodium bicarbonate), C(O)(O)=O.[Na+].C([O-])([O-])=O.C(O)(O)=O.[Na+] (sodium sesquicarbonate). As a reaction SMILES: [C:1](=[O:4])([OH:3])[O-:2].[Na+:5]>[Cl-].[Na+].O>[C:1](=[O:2])([OH:4])[O-:3].[Na+:5].[C:1](=[O:2])([OH:4])[OH:3].[Na+:5].[C:1](=[O:2])([O-:4])[O-:3].[C:1](=[O:2])([OH:4])[OH:3].[Na+:5] |f:0.1,2.3.4,5.6,7.8.9.10.11|. Reported procedure: contacting said ore deposit with an aqueous solution containing sodium carbonate to produce a sodium bionate enriched feed brine in which the sodium bicarbonate and sodium carbonate content is such that cooling of such sodium bicarbonate enriched feed brine to precipitate crystals in subsequent of step c) would result in the formation of sodium bicarbonate or sodium sesquicarbonate crystals instead of or in addition to sodium carbonate decahydrate crystals; The reactants are C(C=C)C=1C=C(C=CC1O)C(C)(C)C1=CC(=C(C=C1)O)CC=C (2,2-Bis(3-allyl-4-hydroxyphenyl)propane), C(Cl)C1CO1 (epichlorohydrin), COCCO (2-methoxyethanol), [OH-].[Na+] (Sodium hydroxide). Run at temperature 60 celsius, time 0.5 hour. The product is C(C=C)C=1C=C(C=CC1OCC1CO1)C(C)(C)C1=CC(=C(C=C1)OCC1CO1)CC=C (2,2-bis(3-allyl-4-(glycidyloxy)phenyl)propane). Isolated yield 604.4%. RXN SMILES: [CH2:1]([C:4]1[CH:5]=[C:6]([C:11]([C:14]2[CH:19]=[CH:18][C:17]([OH:20])=[C:16]([CH2:21][CH:22]=[CH2:23])[CH:15]=2)([CH3:13])[CH3:12])[CH:7]=[CH:8][C:9]=1[OH:10])[CH:2]=[CH2:3].[CH2:24]([CH:26]1[O:28][CH2:27]1)Cl.[OH-].[Na+].[CH3:31][O:32][CH2:33][CH2:34]O>>[CH2:21]([C:16]1[CH:15]=[C:14]([C:11]([C:6]2[CH:7]=[CH:8][C:9]([O:10][CH2:34][CH:33]3[O:32][CH2:31]3)=[C:4]([CH2:1][CH:2]=[CH2:3])[CH:5]=2)([CH3:13])[CH3:12])[CH:19]=[CH:18][C:17]=1[O:20][CH2:24][CH:26]1[O:28][CH2:27]1)[CH:22]=[CH2:23] |f:2.3|. Reported procedure: 2,2-Bis(3-allyl-4-hydroxyphenyl)propane (308 g) was mixed with 2-methoxyethanol (10 g) and epichlorohydrin (740 g) and heated to 60° C. Sodium hydroxide flake (80 g) was added portionwise over 3 hours, and the mixture was stirred for a further 1/2 hour, also at 60° C. The mixture was filtered, the residue being washed with toluene, and the filtrate was evaporated to remove the solvents and the excess of epichlorohydrin. The concentrated product was filtered once more to give 334 g of 2,2-bis(3-a...